Dataset: the Open Reaction Database (ORD), a public repository of structured organic reaction records. Task: describe an organic reaction: reactants, conditions, products, and yield Starting materials: CCCCc1cn(C(C)(C)C)sc1=NC(=O)c1cc(NC(=O)OC(C)(C)C)ccc1OC, O=C(O)C(F)(F)F. Product: CCCCc1cn(C(C)(C)C)sc1=NC(=O)c1cc(N)ccc1OC. Reaction SMILES: [CH2:1]([CH2:2][CH2:3][CH3:4])[c:5]1[cH:6][n:7]([C:29]([CH3:30])([CH3:31])[CH3:32])[s:8][c:9]1=[N:10][C:11](=[O:12])[c:13]1[cH:14][c:15]([NH:21][C:22](=[O:23])[O:24][C:25]([CH3:26])([CH3:27])[CH3:28])[cH:16][cH:17][c:18]1[O:19][CH3:20].[F:33][C:34]([F:35])([F:36])[C:37]([OH:38])=[O:39]>>[CH2:1]([CH2:2][CH2:3][CH3:4])[c:5]1[cH:6][n:7]([C:29]([CH3:30])([CH3:31])[CH3:32])[s:8][c:9]1=[N:10][C:11](=[O:12])[c:13]1[cH:14][c:15]([NH2:21])[cH:16][cH:17][c:18]1[O:19][CH3:20]. Reported procedure: This product is obtained using the procedure of Example 1 from diethyl 1,4-dihydro-4-(2-trifluoromethylphenyl)-2,6-dimethyl-3,5-pyridine dicarboxylate and N-phenylbenzimidoyl chloride (1.8 g, 68%). Reactants: FC(C1=C(C=CC=C1)C1C(=C(NC(=C1C(=O)OCC)C)C)C(=O)OCC)(F)F (diethyl 1,4-dihydro-4-(2-trifluoromethylphenyl)-2,6-dimethyl-3,5-pyridine dicarboxylate), C1(=CC=CC=C1)N=C(C1=CC=CC=C1)Cl (N-phenylbenzimidoyl chloride). Yields the product CC=1NC=2C=C(N(C(C2C(C1C(=O)OCC)C1=C(C=CC=C1)C(F)(F)F)=O)C1=CC=CC=C1)C1=CC=CC=C1 (Ethyl 1,4,5,6-Tetrahydro-2-methyl-4-(2-trifluoromethylphenyl)-5-oxo-6,7-diphenyl-1,6-naphthyridine-3-carboxylate). As a reaction SMILES: [F:1][C:2]([F:28])([F:27])[C:3]1[CH:8]=[CH:7][CH:6]=[CH:5][C:4]=1[CH:9]1[C:14]([C:15]([O:17][CH2:18][CH3:19])=[O:16])=[C:13]([CH3:20])[NH:12][C:11]([CH3:21])=[C:10]1[C:22]([O:24]CC)=O.[C:29]1([N:35]=[C:36](Cl)[C:37]2[CH:42]=[CH:41][CH:40]=[CH:39][CH:38]=2)[CH:34]=[CH:33][CH:32]=[CH:31][CH:30]=1>>[CH3:20][C:13]1[NH:12][C:11]2[CH:21]=[C:36]([C:37]3[CH:42]=[CH:41][CH:40]=[CH:39][CH:38]=3)[N:35]([C:29]3[CH:34]=[CH:33][CH:32]=[CH:31][CH:30]=3)[C:22](=[O:24])[C:10]=2[CH:9]([C:4]2[CH:5]=[CH:6][CH:7]=[CH:8][C:3]=2[C:2]([F:27])([F:28])[F:1])[C:14]=1[C:15]([O:17][CH2:18][CH3:19])=[O:16].